Dataset: the Open Reaction Database (ORD), a public repository of structured organic reaction records. Task: describe an organic reaction: reactants, conditions, products, and yield Reactants: C1(=CC=CC=C1)C1=NOC(=C1)C(=O)Cl (3-phenylisoxazole-5-carboxylic acid chloride), [H-].[Na+] (sodium hydride), C(C)C(C(=O)O)C(=O)O (ethylmalonic acid), O1CCCC=C1 (3,4-dihydropyran), S(O)(O)(=O)=O (sulfuric acid). The solvent is C(C)(=O)O (acetic acid), O1CCCC1 (tetrahydrofuran), O (water), C1=CC=CC=C1 (benzene). Conditions: temperature 50 celsius, time 5 hour. Yields the product C(C)C(C(=O)OC1OC=CC=C1)C(=O)OC1OC=CC=C1 (dipyranyl ethylmalonate). As a reaction SMILES: [CH2:1]([CH:3]([C:7]([OH:9])=[O:8])[C:4]([OH:6])=[O:5])[CH3:2].[O:10]1[CH:15]=[CH:14][CH2:13][CH2:12][CH2:11]1.S(=O)(=O)(O)O.[H-].[Na+].[C:23]1([C:29]2[CH:33]=[C:32](C(Cl)=O)[O:31]N=2)[CH:28]=CC=CC=1>O1CCCC1.O.C(O)(=O)C.C1C=CC=CC=1>[CH2:1]([CH:3]([C:7]([O:9][CH:32]1[CH:33]=[CH:29][CH:23]=[CH:28][O:31]1)=[O:8])[C:4]([O:6][CH:15]1[CH:14]=[CH:13][CH:12]=[CH:11][O:10]1)=[O:5])[CH3:2] |f:3.4|. Reported procedure: To 130 ml of benzene, were added 12.9 g (97.7 mmol) of ethylmalonic acid, 20.2 g (240.5 mmol) of 3,4-dihydropyran and 2 droplets of concentrated sulfuric acid. They were reacted for 1 hour under ice cooling, whereby dipyranyl ethylmalonate was prepared. The reaction mixture was added with 4.7 g (117.5 mmol) of 60% sodium hydride, followed by heating under stirring at 50° C. for 5 hours. A solution of 15.0 g (79.4 mmol) of 3-phenylisoxazole-5-carboxylic acid chloride, which had been synthesized a... The reactants are CC1=CC=CC(=N1)C1=NC(NC=C1)=O (4-(6-methyl-pyridin-2-yl)-1H-pyrimidin-2-one), [H-].[Na+] (NaH), O (Water), BrCCCCCl (1-bromo-4-chloro-butane). Run in CN(C)C=O (DMF). Reaction conditions: temperature 100 celsius, time 8 hour. The product is ClCCCCN1C(N=C(C=C1)C1=NC(=CC=C1)C)=O (1-(4-Chloro-butyl)-4-(6-methyl-pyridin-2-yl)-1H-pyrimidin-2-one). The yield is 58.8%. As a reaction SMILES: [CH3:1][C:2]1[N:7]=[C:6]([C:8]2[CH:13]=[CH:12][NH:11][C:10](=[O:14])[N:9]=2)[CH:5]=[CH:4][CH:3]=1.[H-].[Na+].Br[CH2:18][CH2:19][CH2:20][CH2:21][Cl:22].O>CN(C=O)C>[Cl:22][CH2:21][CH2:20][CH2:19][CH2:18][N:11]1[CH:12]=[CH:13][C:8]([C:6]2[CH:5]=[CH:4][CH:3]=[C:2]([CH3:1])[N:7]=2)=[N:9][C:10]1=[O:14] |f:1.2|. Procedure: To a solution of 4-(6-methyl-pyridin-2-yl)-1H-pyrimidin-2-one (200 mg, 1.06 mmol) in dry DMF (20 ml), 60% NaH (55 mg, 1.39 mmol) was added portionwise. After heating the mixture at 100° C. for 1 hour, 1-bromo-4-chloro-butane (187 μl 1.39 mmol) was added and the mixture was stirred overnight at room temperature. Water was added and the mixture extracted with diethyl ether to remove the dialkylated product and finally with ethyl acetate. Ethyl acetate was washed with brine, dried (Na2SO4) and evap... Product: CC(C)(O)C(=O)Cc1cccc(Br)c1. As a reaction SMILES: [Br:1][c:2]1[cH:3][cH:4][cH:5][c:6]([Br:7])[cH:8]1.[CH2:16]1[O:17][CH2:18][CH2:19][CH2:20]1.[Cl-:21].[NH4+:22].[O:25]=[C:26]([CH:27]=[CH:28][c:29]1[cH:30][cH:31][cH:32][cH:33][cH:34]1)[CH:35]=[CH:36][c:37]1[cH:38][cH:39][cH:40][cH:41][cH:42]1.[O:43]=[C:44]([CH:45]=[CH:46][c:47]1[cH:48][cH:49][cH:50][cH:51][cH:52]1)[CH:53]=[CH:54][c:55]1[cH:56][cH:57][cH:58][cH:59][cH:60]1.[O:61]=[C:62]([CH:63]=[CH:64][c:65]1[cH:66][cH:67][cH:68][cH:69][cH:70]1)[CH:71]=[CH:72][c:73]1[cH:74][cH:75][cH:76][cH:77][cH:78]1.[OH:9][C:10]([C:11]([CH3:12])=[O:13])([CH3:14])[CH3:15].[Pd:23].[Pd:24]>>[c:2]1([CH2:12][C:11]([C:10]([OH:9])([CH3:14])[CH3:15])=[O:13])[cH:3][cH:4][cH:5][c:6]([Br:7])[cH:8]1. The reactants are Brc1cccc(Br)c1, C1CCOC1, [Cl-], [NH4+], O=C(C=Cc1ccccc1)C=Cc1ccccc1, O=C(C=Cc1ccccc1)C=Cc1ccccc1, O=C(C=Cc1ccccc1)C=Cc1ccccc1, CC(=O)C(C)(C)O, [Pd], [Pd]. Reactants: COc1cccc(C2(O)CCCCC2)c1, ClCCl, O=C(O)C(F)(F)F, [N-]=[N+]=[N-], [Na+]. Yields the product COc1cccc(C2(N=[N+]=[N-])CCCCC2)c1. Reaction SMILES: [CH3:1][O:2][c:3]1[cH:4][c:5]([C:9]2([OH:15])[CH2:10][CH2:11][CH2:12][CH2:13][CH2:14]2)[cH:6][cH:7][cH:8]1.[Cl:27][CH2:28][Cl:29].[F:20][C:21]([F:22])([F:23])[C:24]([OH:25])=[O:26].[N-:17]=[N+:18]=[N-:19].[Na+:16]>>[CH3:1][O:2][c:3]1[cH:4][c:5]([C:9]2([N:17]=[N+:18]=[N-:19])[CH2:10][CH2:11][CH2:12][CH2:13][CH2:14]2)[cH:6][cH:7][cH:8]1. The reactants are COc1ccc(CC(N)=O)cc1C(=O)NCc1ccc(C(F)(F)F)cc1, CCO, CCOCC, [Na+], [OH-], O. Product: COc1ccc(CC(=O)O)cc1C(=O)NCc1ccc(C(F)(F)F)cc1. RXN SMILES: [C:1]([NH2:2])(=[O:3])[CH2:4][c:5]1[cH:6][cH:7][c:8]([O:25][CH3:26])[c:9]([C:10](=[O:11])[NH:12][CH2:13][c:14]2[cH:15][cH:16][c:17]([C:20]([F:21])([F:22])[F:23])[cH:18][cH:19]2)[cH:24]1.[CH3:27][CH2:28][OH:29].[CH3:33][CH2:34][O:35][CH2:36][CH3:37].[Na+:31].[OH-:30].[OH2:32]>>[C:1](=[O:3])([CH2:4][c:5]1[cH:6][cH:7][c:8]([O:25][CH3:26])[c:9]([C:10](=[O:11])[NH:12][CH2:13][c:14]2[cH:15][cH:16][c:17]([C:20]([F:21])([F:22])[F:23])[cH:18][cH:19]2)[cH:24]1)[OH:29]. Reactants: dimethyl acetal, ClC(C=O)COC (2-chloro-3-methoxypropionaldehyde), C(CCC)N (Butylamine). The solvent is C1(=CC=CC=C1)C (toluene). Reaction conditions: time 15 minute. The product is dimethyl acetal, C(CCC)NC(C=O)COC (2-butylamino-3-methoxypropionaldehyde). Reaction SMILES: Cl[CH:2]([CH2:5][O:6][CH3:7])[CH:3]=[O:4].[CH2:8]([NH2:12])[CH2:9][CH2:10][CH3:11]>C1(C)C=CC=CC=1>[CH2:8]([NH:12][CH:2]([CH2:5][O:6][CH3:7])[CH:3]=[O:4])[CH2:9][CH2:10][CH3:11]. Reported procedure: The dimethyl acetal of 2-chloro-3-methoxypropionaldehyde (0.1 mole) and toluene (75 ml) are charged into a glass reaction vessel equipped with a mechanical stirrer, thermometer and reflux condenser. Butylamine (0.22 mole) is added to the reaction mixture with stirring at room temperature. Stirring is continued for a period of about 15 minutes. After this time the reaction mixture is heated at reflux for a period of about 1 hour. The reaction mixture is then cooled to room temperature and filtere... The reactants are c1c[nH]c(CN(CCc2ccc(N3CCC4(CCNCC4)C3)cc2)Cc2ncc[nH]2)n1, O=C1CCCCC1. The product is c1c[nH]c(CN(CCc2ccc(N3CCC4(CCN(C5CCCCC5)CC4)C3)cc2)Cc2ncc[nH]2)n1. Reaction SMILES: [CH2:1]1[N:2]([c:11]2[cH:12][cH:13][c:14]([CH2:17][CH2:18][N:19]([CH2:20][c:21]3[nH:22][cH:23][cH:24][n:25]3)[CH2:26][c:27]3[nH:28][cH:29][cH:30][n:31]3)[cH:15][cH:16]2)[CH2:3][CH2:4][C:5]12[CH2:6][CH2:7][NH:8][CH2:9][CH2:10]2.[O:32]=[C:33]1[CH2:34][CH2:35][CH2:36][CH2:37][CH2:38]1>>[CH2:1]1[N:2]([c:11]2[cH:12][cH:13][c:14]([CH2:17][CH2:18][N:19]([CH2:20][c:21]3[n:22][cH:23][cH:24][nH:25]3)[CH2:26][c:27]3[n:28][cH:29][cH:30][nH:31]3)[cH:15][cH:16]2)[CH2:3][CH2:4][C:5]12[CH2:6][CH2:7][N:8]([CH:33]1[CH2:34][CH2:35][CH2:36][CH2:37][CH2:38]1)[CH2:9][CH2:10]2. The reactants are O(C(C)(C)C)C(=O)N1[C@H](C(=O)N2[C@H](C(=O)NCC3=C(C=CC(=C3)Cl)CNC(=O)OC(C)(C)C)CCC2)C(CC1)C1=CC=CC=C1 (1-(tert-butoxylcarbonyl)-3-phenylprolyl-N-(2-{[(tert-butoxycarbonyl)amino]methyl}-5-chlorobenzyl)-L-prolinamide), Cl (HCl). The solvent is CO (MeOH), CCOCC (ether). Product: C1(=CC=CC=C1)C1[C@H](NCC1)C(=O)N1[C@H](C(=O)NCC2=C(C=CC(=C2)Cl)CN)CCC1 (3-Phenylprolyl-N-(2-aminomethyl-5-chlorobenzyl)-L-prolinamide). As a reaction SMILES: O(C([N:8]1[CH2:39][CH2:38][CH:37]([C:40]2[CH:45]=[CH:44][CH:43]=[CH:42][CH:41]=2)[C@H:9]1[C:10]([N:12]1[CH2:36][CH2:35][CH2:34][C@H:13]1[C:14]([NH:16][CH2:17][C:18]1[CH:23]=[C:22]([Cl:24])[CH:21]=[CH:20][C:19]=1[CH2:25][NH:26]C(OC(C)(C)C)=O)=[O:15])=[O:11])=O)C(C)(C)C.Cl>CO.CCOCC>[C:40]1([CH:37]2[CH2:38][CH2:39][NH:8][C@@H:9]2[C:10]([N:12]2[CH2:36][CH2:35][CH2:34][C@H:13]2[C:14]([NH:16][CH2:17][C:18]2[CH:23]=[C:22]([Cl:24])[CH:21]=[CH:20][C:19]=2[CH2:25][NH2:26])=[O:15])=[O:11])[CH:41]=[CH:42][CH:43]=[CH:44][CH:45]=1. Procedure: To a stirred solution of diastereomer A of 1-(tert-butoxylcarbonyl)-3-phenylprolyl-N-(2-{[(tert-butoxycarbonyl)amino]methyl}-5-chlorobenzyl)-L-prolinamide (60 mg, 0.09 mmol) from the previous step in approx. 2 mL MeOH at room temperature was added excess of a solution of 1.0 M HCl in ether. The reaction was monitored for completeness by LCMS. The solvent was removed in vacuo to give the HCl salt of the title compound as a white solid. LCMS RT=0.94 min. LCMS (M+H)=441.1. 1H NMR (CD3OD, 500 MHz): ... The reactants are CON(Cc1ccc(F)cc1)C(=O)C=C1OC(C)(C)OC1=O, Cl, [Na+], C1CCOC1, [OH-]. Product: CON(Cc1ccc(F)cc1)C(=O)C=C(O)C(=O)O. RXN SMILES: [CH3:1][C:2]1([CH3:22])[O:3][C:4](=[O:21])[C:5](=[CH:7][C:8](=[O:9])[N:10]([O:11][CH3:12])[CH2:13][c:14]2[cH:15][cH:16][c:17]([F:20])[cH:18][cH:19]2)[O:6]1.[ClH:25].[Na+:24].[O:26]1[CH2:27][CH2:28][CH2:29][CH2:30]1.[OH-:23]>>[O:3]=[C:4]([C:5]([OH:6])=[CH:7][C:8](=[O:9])[N:10]([O:11][CH3:12])[CH2:13][c:14]1[cH:15][cH:16][c:17]([F:20])[cH:18][cH:19]1)[OH:21]. The reactants are ClC=1C=C(C=CC1C#N)NS(=O)(=O)C (N-(3-Chloro-4-cyanophenyl)methanesulfonamide), NO (hydroxylamine). Run in C(C)O (ethanol). Reaction conditions: temperature 90 celsius. The product is ClC1=C(C=CC(=C1)NS(=O)(=O)C)C(N)=NO (2-Chloro-N′-hydroxy-4-[(methylsulfonyl)amino]benzenecarboximidamide). Reaction SMILES: [Cl:1][C:2]1[CH:3]=[C:4]([NH:10][S:11]([CH3:14])(=[O:13])=[O:12])[CH:5]=[CH:6][C:7]=1[C:8]#[N:9].[NH2:15][OH:16]>C(O)C>[Cl:1][C:2]1[CH:3]=[C:4]([NH:10][S:11]([CH3:14])(=[O:13])=[O:12])[CH:5]=[CH:6][C:7]=1[C:8](=[N:15][OH:16])[NH2:9]. Procedure details: To a stirred solution of the product from Step A (0.13 g, 0.565 mmol) in ethanol (3 mL) was added hydroxylamine (50% in water, 1.0 mL). The reaction was heated at 90° C. for 2 h. The reaction was then concentrated to give the desired product.